Dataset: the Open Reaction Database (ORD), a public repository of structured organic reaction records. Task: describe an organic reaction: reactants, conditions, products, and yield Starting materials: CC(C(=O)O)CCC (2-methylvaleric acid), 10.8, C(CCCCC)C(C=O)=CC1=CC=CC=C1 (α-hexylcinnamaldehyde). The product is OC(C(C(=O)O)(CCC)C)C(CCCCCC)=CC1=CC=CC=C1 (3-Hydroxy-2-methyl-2-propyl-4-phenylmethylenedecanoic acid). Reaction SMILES: [CH3:1][CH:2]([CH2:6][CH2:7][CH3:8])[C:3]([OH:5])=[O:4].[CH2:9]([C:15](=[CH:18][C:19]1[CH:24]=[CH:23][CH:22]=[CH:21][CH:20]=1)[CH:16]=[O:17])[CH2:10][CH2:11][CH2:12][CH2:13][CH3:14]>>[OH:17][CH:16]([C:15](=[CH:18][C:19]1[CH:20]=[CH:21][CH:22]=[CH:23][CH:24]=1)[CH2:9][CH2:10][CH2:11][CH2:12][CH2:13][CH3:14])[C:2]([CH3:1])([CH2:6][CH2:7][CH3:8])[C:3]([OH:5])=[O:4]. Procedure details: The reaction of 5.8 g (0.05 mole) 2-methylvaleric acid with 10.8 (0.05 mole) of α-hexylcinnamaldehyde was conducted in the manner described in Example III, Method B. The product was isolated as a viscous yellow oil. NMR spectra confirmed the title structure. Yields the product COC12C(C)CC(O)CC13CCN(CC1CC1)C2Cc1ccc(O)cc13, Cl. Reactants: [BH4-], CO, COC12C(C)CC(=O)CC13CCN(CC1CC1)C2Cc1ccc(O)cc13, Cl, [Na+], [Na+], [OH-]. Reaction SMILES: [BH4-:1].[CH3:32][OH:33].[CH:6]1([CH2:9][N:10]2[CH:11]3[C:12]4([O:30][CH3:31])[CH:13]([CH3:29])[CH2:14][C:15](=[O:28])[CH2:16][C:17]4([c:18]4[cH:19][c:20]([OH:25])[cH:21][cH:22][c:23]4[CH2:24]3)[CH2:26][CH2:27]2)[CH2:7][CH2:8]1.[ClH:5].[Na+:2].[Na+:4].[OH-:3]>>[CH:6]1([CH2:9][N:10]2[CH:11]3[C:12]4([O:30][CH3:31])[CH:13]([CH3:29])[CH2:14][CH:15]([OH:28])[CH2:16][C:17]4([c:18]4[cH:19][c:20]([OH:25])[cH:21][cH:22][c:23]4[CH2:24]3)[CH2:26][CH2:27]2)[CH2:7][CH2:8]1.[ClH:5]. Reactants: OCCCBr, CCO, CC[O-], [Na+], [Na], c1nc[nH]n1. The product is OCCCn1cncn1. RXN SMILES: [Br:11][CH2:12][CH2:13][CH2:14][OH:15].[CH3:16][CH2:17][OH:18].[CH3:7][CH2:8][O-:9].[Na+:6].[Na:10].[nH:1]1[n:2][cH:3][n:4][cH:5]1>>[n:1]1([CH2:12][CH2:13][CH2:14][OH:15])[n:2][cH:3][n:4][cH:5]1. Reactants: [N+](=O)([O-])C1=CC=C(C=C1)C=C(CC(=O)OCCC#N)C(C)=O (2-Cyanoethyl 3-{(4-nitrophenyl)methylene}-4-oxopentanoate), C(CC)(=O)CC(=O)OCC (ethyl propionylacetate), OCCC#N (3-hydroxypropionitrile). Run in C(C)O (ethanol). Run at temperature 202.5 celsius. Yields the product C(CC)(=O)CC(=O)OCCC#N (2-cyanoethyl propionylacetate). The yield is 73.4%. RXN SMILES: [N+](C1C=C[C:7]([CH:10]=[C:11](C(=O)C)[CH2:12][C:13]([O:15][CH2:16][CH2:17][C:18]#[N:19])=[O:14])=CC=1)([O-])=O.C(CC(OCC)=O)(=[O:26])CC.OCCC#N>C(O)C>[C:11]([CH2:12][C:13]([O:15][CH2:16][CH2:17][C:18]#[N:19])=[O:14])(=[O:26])[CH2:10][CH3:7]. Procedure: 2-Cyanoethyl 3-{(4-nitrophenyl)methylene}-4-oxopentanoate. A mixture of ethyl propionylacetate (25 g, 0.173 mol) and 3-hydroxypropionitrile (18.48 g, 0.26 mol) was stirred and heated at 200-205° C. for 2 hours and the ethanol formed was removed by distillation. The residue was subjected to high vacuum distillation and the fraction distilling at 120-125° C. at 0.4 mm Hg was collected to get 2-cyanoethyl propionylacetate (21.5 g, 73.4%). A mixture of 4-nitrobenzaldehyde (14.46 g, 0.957 mol), 2-cya... Starting materials: CCOC(=O)C=C(C)C=CC(F)=C(C)c1cc2c(c(Cl)c1OCC)C(C)(C)CC=C2C(C)C, [Na+], [OH-]. The product is CCOc1c(C(C)=C(F)C=CC(C)=CC(=O)O)cc2c(c1Cl)C(C)(C)CC=C2C(C)C. RXN SMILES: [Cl:1][c:2]1[c:3]([O:31][CH2:32][CH3:33])[c:4]([C:17](=[C:18]([CH:19]=[CH:20][C:21](=[CH:22][C:23](=[O:24])[O:25][CH2:26][CH3:27])[CH3:28])[F:29])[CH3:30])[cH:5][c:6]2[c:11]1[C:10]([CH3:12])([CH3:13])[CH2:9][CH:8]=[C:7]2[CH:14]([CH3:15])[CH3:16].[Na+:35].[OH-:34]>>[Cl:1][c:2]1[c:3]([O:31][CH2:32][CH3:33])[c:4]([C:17](=[C:18]([CH:19]=[CH:20][C:21](=[CH:22][C:23](=[O:24])[OH:25])[CH3:28])[F:29])[CH3:30])[cH:5][c:6]2[c:11]1[C:10]([CH3:12])([CH3:13])[CH2:9][CH:8]=[C:7]2[CH:14]([CH3:15])[CH3:16]. RXN SMILES: Cl[C:2]([N:4]1[C:10]2[CH:11]=[CH:12][CH:13]=[CH:14][C:9]=2[NH:8][C:7](=[O:15])[C:6]2[CH:16]=[CH:17][CH:18]=[N:19][C:5]1=2)=[O:3].[N:20]1([CH2:25][CH2:26][CH2:27][CH:28]2[CH2:33][CH2:32][CH2:31][NH:30][CH2:29]2)[CH2:24][CH2:23][CH2:22][CH2:21]1.C(#N)C.N>ClCCl.C1CCCCC1.CO>[N:20]1([CH2:25][CH2:26][CH2:27][CH:28]2[CH2:33][CH2:32][CH2:31][N:30]([C:2]([N:4]3[C:10]4[CH:11]=[CH:12][CH:13]=[CH:14][C:9]=4[NH:8][C:7](=[O:15])[C:6]4[CH:16]=[CH:17][CH:18]=[N:19][C:5]3=4)=[O:3])[CH2:29]2)[CH2:24][CH2:23][CH2:22][CH2:21]1 |f:4.5.6|. The solvent is ClCCl.C1CCCCC1.CO (dichloromethane cyclohexane methanol). Procedure: Prepared analogously to Example 4 from 11-(chlorocarbonyl)-6,11-dihydro-5H-pyrido[2,3-b][1,5]benzodiazepin-5-one and 3-[3-(1-pyrrolidinyl)propyl]piperidine in a yield of 56% of theory. Colourless crystals, m.p. 174°-176° C. (acetonitrile), Rf 0.65 (Macherey-Nagel, Polygram® SIL G/UV254, pre-coated plastic sheets for TLC; eluant: dichloromethane/cyclohexane/methanol/conc. ammonia 68/15/15/2, v/v/v/v) Yield: 56.0%. Starting materials: N (ammonia), ClC(=O)N1C2=C(C(NC3=C1C=CC=C3)=O)C=CC=N2 (11-(chlorocarbonyl)-6,11-dihydro-5H-pyrido[2,3-b][1,5]benzodiazepin-5-one), N1(CCCC1)CCCC1CNCCC1 (3-[3-(1-pyrrolidinyl)propyl]piperidine), C(C)#N (acetonitrile). Yields the product N1(CCCC1)CCCC1CN(CCC1)C(=O)N1C2=C(C(NC3=C1C=CC=C3)=O)C=CC=N2 (6,11-Dihydro-11-[[3-[3-(1-pyrrolidinyl)propyl]-1-piperidinyl]carbonyl]-5H-pyrido[2,3-b][1,5]benzodiazepin-5-one). Reactants: C(C)(C)OC1=C(C=CC=C1[N+](=O)[O-])N1CCN(CC1)C (1-(2-isopropoxy-3-nitrophenyl)-4-methylpiperazine). The reagents and catalysts are [Pd] (palladium-on-carbon). Run in C(C)O (ethanol). Conditions: time 22 hour. Product: C(C)(C)OC1=C(C=CC=C1N1CCN(CC1)C)N (2-isopropoxy-3-(4-methylpiperazine-1-yl)phenylamine). Yield: 84.0%. Reaction SMILES: [CH:1]([O:4][C:5]1[C:10]([N+:11]([O-])=O)=[CH:9][CH:8]=[CH:7][C:6]=1[N:14]1[CH2:19][CH2:18][N:17]([CH3:20])[CH2:16][CH2:15]1)([CH3:3])[CH3:2]>C(O)C.[Pd]>[CH:1]([O:4][C:5]1[C:6]([N:14]2[CH2:19][CH2:18][N:17]([CH3:20])[CH2:16][CH2:15]2)=[CH:7][CH:8]=[CH:9][C:10]=1[NH2:11])([CH3:3])[CH3:2]. Procedure: A mixture of 0.80 g of 1-(2-isopropoxy-3-nitrophenyl)-4-methylpiperazine and 91 mg of 10% palladium-on-carbon in 300 ml of ethanol is hydrogenated at 25° C. under 1 bar for 22 h. The mixture is filtered on Clarcel and the Clarcel is rinsed with ethanol. The filtrate is concentrated to dryness under reduced pressure and the residue is purified by chromatography on a 50 g silica cartridge, elution being carried out with pure dichloromethane and then successively with 98/2 and 95/5 v/v dichlorometh... Product: C(C1=CC=CC=C1)N1C=CC=2N=C(N=C(C21)OC2=C(C=C(C#N)C=C2C)C)NC2=CC=C(C=C2)C#N (4-(5-benzyl-2-(4-cyanophenylamino)-5H-pyrrolo[3,2-d]pyrimidin-4-yloxy)-3,5-dimethylbenzonitrile). Procedure details: To a stirred suspension of NaH (101 mg, 4.21 mmol) in dry NMP (4 mL) was added 4-aminobenzylnitrile (299 mg, 2.53 mmol) and stirred at room temperature for 30 min under argon. The reaction mixture was added to a solution of 4-(5-benzyl-2-fluoro-5H-pyrrolo[3,2-d]pyrimidin-4-yloxy)-3,5-dimethylbenzonitrile (314 mg, 0.84 mmol) in dry NMP (4.4 mL) and stirred at room temperature for 2 h. After completion of the reaction, the resulting mixture was diluted with water and washed with EtOAc×3. The combi... Yield: 80.0%. Reaction conditions: time 30 minute. Run in O (water). The reactants are C(C1=CC=CC=C1)N1C=CC=2N=C(N=C(C21)OC2=C(C=C(C#N)C=C2C)C)F (4-(5-benzyl-2-fluoro-5H-pyrrolo[3,2-d]pyrimidin-4-yloxy)-3,5-dimethylbenzonitrile), CN1CCCC1=O (NMP), 4-aminobenzylnitrile, [H-].[Na+] (NaH), CN1CCCC1=O (NMP). Reaction SMILES: [H-].[Na+].[CH2:3]([N:10]1[C:18]2[C:17]([O:19][C:20]3[C:27]([CH3:28])=[CH:26][C:23]([C:24]#[N:25])=[CH:22][C:21]=3[CH3:29])=[N:16][C:15](F)=[N:14][C:13]=2[CH:12]=[CH:11]1)[C:4]1[CH:9]=[CH:8][CH:7]=[CH:6][CH:5]=1.C[N:32]1[C:36](=O)[CH2:35][CH2:34][CH2:33]1>O>[CH2:3]([N:10]1[C:18]2[C:17]([O:19][C:20]3[C:27]([CH3:28])=[CH:26][C:23]([C:24]#[N:25])=[CH:22][C:21]=3[CH3:29])=[N:16][C:15]([NH:10][C:3]3[CH:33]=[CH:34][C:35]([C:36]#[N:32])=[CH:5][CH:4]=3)=[N:14][C:13]=2[CH:12]=[CH:11]1)[C:4]1[CH:9]=[CH:8][CH:7]=[CH:6][CH:5]=1 |f:0.1|. Starting materials: O=C([O-])CCBr, CCOC(C)=O, [Na+], CN(C)C=O, COc1ccc(C2=C(C(=O)[O-])N3C(=O)C(C(C)O)C3C2)cc1. Yields the product COc1ccc(C2=C(C(=O)OCOC(C)=O)N3C(=O)C(C(C)O)C3C2)cc1. Reaction SMILES: [Br:24][CH2:25][CH2:26][C:27]([O-:28])=[O:29].[CH3:30][CH2:31][O:32][C:33]([CH3:34])=[O:35].[Na+:23].[O:36]=[CH:37][N:38]([CH3:39])[CH3:40].[OH:1][CH:2]([CH3:3])[CH:4]1[CH:5]2[CH2:6][C:7]([c:15]3[cH:16][cH:17][c:18]([O:21][CH3:22])[cH:19][cH:20]3)=[C:8]([C:12](=[O:13])[O-:14])[N:9]2[C:10]1=[O:11]>>[OH:1][CH:2]([CH3:3])[CH:4]1[CH:5]2[CH2:6][C:7]([c:15]3[cH:16][cH:17][c:18]([O:21][CH3:22])[cH:19][cH:20]3)=[C:8]([C:12](=[O:13])[O:14][CH2:31][O:32][C:33]([CH3:34])=[O:35])[N:9]2[C:10]1=[O:11].